Dataset: the Open Reaction Database (ORD), a public repository of structured organic reaction records. Task: describe an organic reaction: reactants, conditions, products, and yield The reactants are C(=O)(OC(C)(C)C)N1CCC(CC1)=O (1-BOC-4-piperidone), COCCN (2-methoxyethylamine), [BH4-].[Na+] (Sodium borohydride). Run in CO (methanol). Run at time 12 hour. The product is C(C)(C)(C)OC(=O)N1CCC(CC1)NCCOC (4-(2-methoxy-ethylamino)-piperidine-1-carboxylic acid tert-butyl ester). RXN SMILES: [C:1]([N:8]1[CH2:13][CH2:12][C:11](=O)[CH2:10][CH2:9]1)([O:3][C:4]([CH3:7])([CH3:6])[CH3:5])=[O:2].[CH3:15][O:16][CH2:17][CH2:18][NH2:19].[BH4-].[Na+]>CO>[C:4]([O:3][C:1]([N:8]1[CH2:13][CH2:12][CH:11]([NH:19][CH2:18][CH2:17][O:16][CH3:15])[CH2:10][CH2:9]1)=[O:2])([CH3:7])([CH3:6])[CH3:5] |f:2.3|. Procedure details: 1-BOC-4-piperidone (2.00 g) and 2-methoxyethylamine (872 μl) were stirred together in methanol (20 ml) at room temperature for 12 hours. Sodium borohydride (760 mg) was added in several aliquots over 30 minutes and the reaction mixture stirred for a further 12 hours at ambient temperature. The solvents were removed in vacuo and the residue diluted with dichloromethane (50 ml) and washed with brine, dried (MgSO4). The solvents were removed in vacuo to give a residue which was purified by flash si... The reactants are C(#N)C1=CC(=C(C(=O)OC)C=C1F)F (Methyl 4-cyano-2,5-difluorobenzoate), NO (Hydroxylamine). Solvent: CO (MeOH). Product: NC(C1=CC(=C(C(=O)OC)C=C1F)F)=NO (methyl 4-[amino(hydroxyimino)methyl]-2,5-difluorobenzoate). Isolated yield 98.6%. RXN SMILES: [C:1]([C:3]1[C:12]([F:13])=[CH:11][C:6]([C:7]([O:9][CH3:10])=[O:8])=[C:5]([F:14])[CH:4]=1)#[N:2].[NH2:15][OH:16]>CO>[NH2:2][C:1](=[N:15][OH:16])[C:3]1[C:12]([F:13])=[CH:11][C:6]([C:7]([O:9][CH3:10])=[O:8])=[C:5]([F:14])[CH:4]=1. Reported procedure: Methyl 4-cyano-2,5-difluorobenzoate (265 mg; 1.34 mmol; 1 eq.) was dissolved in MeOH. Hydroxylamine (0.40 mL; 6.72 mmol; 5 eq.) was added and the mixture was stirred at RT. After one night, the reaction was complete and the solvents were evaporated, affording the title product as a white solid (304 mg; 98%). LC/MS (Method A): 229.0 (M−H)−; 231.0 (M+H)+. HPLC (Method A) Rt 1.08 min (Purity: 98.7%) RXN SMILES: [Cl-:1].[N+:24](=[O:25])([O-:26])[c:27]1[cH:28][cH:29][c:30](-[c:32]2[n:33][n:34](-[c:40]3[cH:41][cH:42][cH:43][cH:44][cH:45]3)[cH:35][c:36]2[C:37](=[O:38])[OH:39])[o:31]1.[N+:2](=[O:3])([O-:4])[c:5]1[cH:6][cH:7][c:8](-[c:10]2[n:11][n:12](-[c:18]3[cH:19][cH:20][cH:21][cH:22][cH:23]3)[cH:13][c:14]2[C:15](=[O:16])[OH:17])[o:9]1.[O:46]1[CH2:47][CH2:48][O:49][CH2:50][CH2:51]1.[cH:52]1[cH:53][cH:54][n:55][cH:56][cH:57]1>>[N+:2](=[O:3])([O-:4])[c:5]1[cH:6][cH:7][c:8](-[c:10]2[n:11][n:12](-[c:18]3[cH:19][cH:20][cH:21][cH:22][cH:23]3)[cH:13][c:14]2[C:15](=[O:16])[O:17][C:37]([c:36]2[c:32](-[c:30]3[cH:29][cH:28][c:27]([N+:24](=[O:25])[O-:26])[o:31]3)[n:33][n:34](-[c:40]3[cH:41][cH:42][cH:43][cH:44][cH:45]3)[cH:35]2)=[O:38])[o:9]1. Yields the product O=C(OC(=O)c1cn(-c2ccccc2)nc1-c1ccc([N+](=O)[O-])o1)c1cn(-c2ccccc2)nc1-c1ccc([N+](=O)[O-])o1. Starting materials: [Cl-], O=C(O)c1cn(-c2ccccc2)nc1-c1ccc([N+](=O)[O-])o1, O=C(O)c1cn(-c2ccccc2)nc1-c1ccc([N+](=O)[O-])o1, C1COCCO1, c1ccncc1.